describe an organic reaction: reactants, conditions, products, and yield From a dataset of the Open Reaction Database (ORD), a public repository of structured organic reaction records. Reactants: [H-].[Na+] (sodium hydride), CI (methyl iodide), NC1=NNC(=C1C1=CC=NC=C1)C1=CC=C(C=C1)F (3-amino-5-(4-fluorophenyl)-4-(4-pyridyl)pyrazole). The solvent is CN(C=O)C (dimethylformamide), CN(C=O)C (dimethylformamide), CN(C=O)C (dimethylformamide). Reaction conditions: time 30 minute. The product is NC1=NN(C(=C1C1=CC=NC=C1)C1=CC=C(C=C1)F)C (3-amino-5-(4-fluorophenyl)-1-methyl-4-(4-pyridyl)pyrazole), NC1=C(C(=NN1C)C1=CC=C(C=C1)F)C1=CC=NC=C1 (5-amino-3-(4-fluorophenyl)-1-methyl-4-(4-pyridyl)pyrazole). Isolated yield 43.0%. As a reaction SMILES: [H-].[Na+].[NH2:3][C:4]1[C:8]([C:9]2[CH:14]=[CH:13][N:12]=[CH:11][CH:10]=2)=[C:7]([C:15]2[CH:20]=[CH:19][C:18]([F:21])=[CH:17][CH:16]=2)[NH:6][N:5]=1.[CH3:22]I>CN(C)C=O>[NH2:3][C:4]1[C:8]([C:9]2[CH:14]=[CH:13][N:12]=[CH:11][CH:10]=2)=[C:7]([C:15]2[CH:20]=[CH:19][C:18]([F:21])=[CH:17][CH:16]=2)[N:6]([CH3:22])[N:5]=1.[NH2:3][C:4]1[N:5]([CH3:22])[N:6]=[C:7]([C:15]2[CH:20]=[CH:19][C:18]([F:21])=[CH:17][CH:16]=2)[C:8]=1[C:9]1[CH:14]=[CH:13][N:12]=[CH:11][CH:10]=1 |f:0.1|. Procedure details: While a dimethylformamide suspension containing 0.17 g of 60% sodium hydride was being cooled with ice, 10 ml of a dimethylformamide solution containing 1.00 g of 3-amino-5-(4-fluorophenyl)-4-(4-pyridyl)pyrazole was added dropwise thereto, followed by stirring at room temperature for 30 minutes. Then, 5 ml of a dimethylformamide solution containing 0.67 g of methyl iodide was added dropwise thereto, followed by stirring at room temperature for 3 hours. After the dimethylformamide was distilled o... Reactants: BrC1=C(C=C(C=C1)C)C(=O)N1[C@@H]([C@@H](CCC1)C)CNC1=NC=C(C=C1)C(F)(F)F ((2-bromo-5-methylphenyl)((2S,3R)-3-methyl-2-(((5-(trifluoromethyl)pyridin-2-yl)amino)methyl)piperidin-1-yl)methanone), CC1(OB(OC1(C)C)C=1C=NN(C1)C(=O)OC(C)(C)C)C (tert-butyl 4-(4,4,5,5-tetramethyl-1,3,2-dioxaborolan-2-yl)-1H-pyrazole-1-carboxylate), C(=O)([O-])[O-].[K+].[K+] (K2CO3). Reagents/catalysts: C=1C=CC(=CC1)[P](C=2C=CC=CC2)(C=3C=CC=CC3)[Pd]([P](C=4C=CC=CC4)(C=5C=CC=CC5)C=6C=CC=CC6)([P](C=7C=CC=CC7)(C=8C=CC=CC8)C=9C=CC=CC9)[P](C=1C=CC=CC1)(C=1C=CC=CC1)C=1C=CC=CC1 (Pd(PPh3)4). The solvent is O1CCOCC1.O (dioxane H2O). Conditions: temperature 100 celsius. Product: C[C@H]1[C@H](N(CCC1)C(=O)C1=C(C=CC(=C1)C)C=1C=NNC1)CNC1=NC=C(C=C1)C(F)(F)F (((2S,3R)-3-Methyl-2-(((5-(trifluoromethyl)pyridin-2-yl)amino)methyl)piperidin-1-yl)(5-methyl-2-(1H-pyrazol-4-yl)phenyl)methanone), C(=O)(C(F)(F)F)O (TFA). As a reaction SMILES: Br[C:2]1[CH:7]=[CH:6][C:5]([CH3:8])=[CH:4][C:3]=1[C:9]([N:11]1[CH2:16][CH2:15][CH2:14][C@@H:13]([CH3:17])[C@H:12]1[CH2:18][NH:19][C:20]1[CH:25]=[CH:24][C:23]([C:26]([F:29])([F:28])[F:27])=[CH:22][N:21]=1)=[O:10].CC1(C)C(C)(C)OB([C:38]2[CH:39]=[N:40][N:41]([C:43]([O:45]C(C)(C)C)=[O:44])[CH:42]=2)O1.C([O-])([O-])=O.[K+].[K+]>C1C=CC([P]([Pd]([P](C2C=CC=CC=2)(C2C=CC=CC=2)C2C=CC=CC=2)([P](C2C=CC=CC=2)(C2C=CC=CC=2)C2C=CC=CC=2)[P](C2C=CC=CC=2)(C2C=CC=CC=2)C2C=CC=CC=2)(C2C=CC=CC=2)C2C=CC=CC=2)=CC=1.O1CCOCC1.O>[CH3:17][C@@H:13]1[CH2:14][CH2:15][CH2:16][N:11]([C:9]([C:3]2[CH:4]=[C:5]([CH3:8])[CH:6]=[CH:7][C:2]=2[C:38]2[CH:39]=[N:40][NH:41][CH:42]=2)=[O:10])[C@@H:12]1[CH2:18][NH:19][C:20]1[CH:25]=[CH:24][C:23]([C:26]([F:29])([F:28])[F:27])=[CH:22][N:21]=1.[C:43]([OH:45])([C:26]([F:29])([F:28])[F:27])=[O:44] |f:2.3.4,6.7,^1:60,62,81,100|. Procedure: A mixture of (2-bromo-5-methylphenyl)((2S,3R)-3-methyl-2-(((5-(trifluoromethyl)pyridin-2-yl)amino)methyl)piperidin-1-yl)methanone (0.045 g, 0.097 mmol), tert-butyl 4-(4,4,5,5-tetramethyl-1,3,2-dioxaborolan-2-yl)-1H-pyrazole-1-carboxylate (0.034 g, 0.116 mmol), Pd(PPh3)4 (0.017 g, 0.015 mmol), K2CO3 (0.4 g, 0.291 mmol) and dioxane/H2O (4:1, 3 mL) was degassed for 5 min and heated overnight at 100° C. The completion of the reaction was monitored by anal. HPLC. The mixture was cooled and extracted ... Starting materials: C1CCOC1, ClCCl, O=C(Cl)c1ccc(F)c(F)c1, CC(C)C(=O)Nc1cccc(C2CCN(CCCCN)CC2)c1. Product: CC(C)C(=O)Nc1cccc(C2CCN(CCCCNC(=O)c3ccc(F)c(F)c3)CC2)c1. RXN SMILES: [CH2:35]1[O:36][CH2:37][CH2:38][CH2:39]1.[Cl:40][CH2:41][Cl:42].[F:24][c:25]1[cH:26][c:27]([C:28](=[O:29])[Cl:30])[cH:31][cH:32][c:33]1[F:34].[NH2:1][CH2:2][CH2:3][CH2:4][CH2:5][N:6]1[CH2:7][CH2:8][CH:9]([c:12]2[cH:13][c:14]([NH:18][C:19]([CH:20]([CH3:21])[CH3:22])=[O:23])[cH:15][cH:16][cH:17]2)[CH2:10][CH2:11]1>>[NH:1]([CH2:2][CH2:3][CH2:4][CH2:5][N:6]1[CH2:7][CH2:8][CH:9]([c:12]2[cH:13][c:14]([NH:18][C:19]([CH:20]([CH3:21])[CH3:22])=[O:23])[cH:15][cH:16][cH:17]2)[CH2:10][CH2:11]1)[C:28]([c:27]1[cH:26][c:25]([F:24])[c:33]([F:34])[cH:32][cH:31]1)=[O:29]. The reactants are COc1ccc(CN2C(=O)C(O)(c3cc4c(C)noc4cc3O)c3ccccc32)cc1, Cn1c(=O)oc2cc(C3(O)C(=O)N(C(c4ccccc4)c4ccccc4)c4ccccc43)c(O)cc21. The product is Cn1c(=O)oc2cc(C3C(=O)N(C(c4ccccc4)c4ccccc4)c4ccccc43)c(O)cc21. As a reaction SMILES: [OH:37][C:38]1([c:39]2[c:40]([OH:41])[cH:42][c:43]3[o:44][n:45][c:46]([CH3:47])[c:48]3[cH:49]2)[c:50]2[c:51]([cH:52][cH:53][cH:54][cH:55]2)[N:56]([CH2:57][c:58]2[cH:59][cH:60][c:61]([O:62][CH3:63])[cH:64][cH:65]2)[C:66]1=[O:67].[c:1]1([CH:7]([N:8]2[C:9](=[O:30])[C:10]([OH:17])([c:18]3[cH:19][c:20]4[c:21]([n:22]([CH3:26])[c:23](=[O:25])[o:24]4)[cH:27][c:28]3[OH:29])[c:11]3[cH:12][cH:13][cH:14][cH:15][c:16]32)[c:31]2[cH:32][cH:33][cH:34][cH:35][cH:36]2)[cH:2][cH:3][cH:4][cH:5][cH:6]1>>[c:1]1([CH:7]([N:8]2[C:9](=[O:30])[CH:10]([c:18]3[cH:19][c:20]4[c:21]([n:22]([CH3:26])[c:23](=[O:25])[o:24]4)[cH:27][c:28]3[OH:29])[c:11]3[cH:12][cH:13][cH:14][cH:15][c:16]32)[c:31]2[cH:32][cH:33][cH:34][cH:35][cH:36]2)[cH:2][cH:3][cH:4][cH:5][cH:6]1. Reactants: C(CC(O)(C(=O)O)CC(=O)O)(=O)O (Citric acid), C(C)(C)N1N=C(N=C1)C (1-isopropyl-3-methyl-1H-1,2,4-triazole), C(CCC)[Li].[Li]CCCC (n-butyllithium BuLi), four, C(C)(C)N1N=C(N=C1)C (1-isopropyl-3-methyl-1H-1,2,4-triazole), ClCC(=O)N(C)OC (2-chloro-N-methoxy-N-methylacetamide), C(CC)(=O)O (Propionic acid). Run in O (water), n-hexanes, C1CCOC1 (THF), C1CCOC1 (THF). Conditions: temperature -40 celsius, time 1 hour. The product is ClCC(=O)C1=NC(=NN1C(C)C)C (2-chloro-1-(1-isopropyl-3-methyl-1H-1,2,4-triazol-5-yl)ethanone). As a reaction SMILES: [CH:1]([N:4]1[CH:8]=[N:7][C:6]([CH3:9])=[N:5]1)([CH3:3])[CH3:2].C([Li])CCC.[Li]CCCC.[Cl:20][CH2:21][C:22](N(OC)C)=[O:23].C(O)(=O)CC.C(O)(=O)CC(CC(O)=O)(C(O)=O)O>C1COCC1.O>[Cl:20][CH2:21][C:22]([C:8]1[N:4]([CH:1]([CH3:3])[CH3:2])[N:5]=[C:6]([CH3:9])[N:7]=1)=[O:23] |f:1.2|. Reported procedure: To a 10 L four necked flask was charged 1-Isopropyl-3-methyl-1H-1,2,4-triazole 7 (400 g) in THF (2.5 L). The resulting solution was cooled to −40° C. and 2.5 M n-butyllithium BuLi in n-hexanes (1.41 L) was added while keeping the internal temp. below −20° C. The resulting yellow suspension was stirred at −40° C. for 1 hour before being transferred. To a 20 L flask was charged 2-chloro-N-methoxy-N-methylacetamide 10 (485 g) in THF (4 L). The resulting solution was cooled to −40° C. at which point... Starting materials: CC(=O)O[BH-](OC(C)=O)OC(C)=O, CN, O=CCCc1ccc(Cl)cc1, [Na+], C1CCOC1, O. The product is CNCCCc1ccc(Cl)cc1. Reaction SMILES: [C:14]([O:15][BH-:16]([O:17][C:18](=[O:19])[CH3:20])[O:21][C:22](=[O:23])[CH3:24])(=[O:25])[CH3:26].[CH3:12][NH2:13].[Cl:1][c:2]1[cH:3][cH:4][c:5]([CH2:8][CH2:9][CH:10]=[O:11])[cH:6][cH:7]1.[Na+:27].[O:29]1[CH2:30][CH2:31][CH2:32][CH2:33]1.[OH2:28]>>[Cl:1][c:2]1[cH:3][cH:4][c:5]([CH2:8][CH2:9][CH2:10][NH:13][CH3:12])[cH:6][cH:7]1.